This data is from the Open Reaction Database (ORD), a public repository of structured organic reaction records. The task is: describe an organic reaction: reactants, conditions, products, and yield The reactants are 26C, C(C)OC(C(C)(OC1=CC(=CC=C1)C(NC)=O)C)=O (2-methyl-2-(3-methylcarbamoyl-phenoxy)-propionic acid ethyl ester), ClCC=1C(=NC(=NC1C)C1=CC=C(C=C1)C(F)(F)F)CCOC (5-chloromethyl-4-(2-methoxy-ethyl)-6-methyl-2-(4-trifluoromethyl-phenyl)-pyrimidine). Product: C(C)OC(C(C)(C)OC1=CC(=CC=C1)C(N(C)CC=1C(=NC(=NC1C)C1=CC=C(C=C1)C(F)(F)F)CCOC)=O)=O (2-(3-{[4-(2-methoxy-ethyl)-6-methyl-2-(4-trifluoromethyl-phenyl)-pyrimidin-5-ylmethyl]-methyl-carbamoyl}-phenoxy)-2-methyl-propionic acid ethyl ester). As a reaction SMILES: [CH2:1]([O:3][C:4](=[O:19])[C:5]([CH3:18])([O:7][C:8]1[CH:13]=[CH:12][CH:11]=[C:10]([C:14](=[O:17])[NH:15][CH3:16])[CH:9]=1)[CH3:6])[CH3:2].Cl[CH2:21][C:22]1[C:23]([CH2:39][CH2:40][O:41][CH3:42])=[N:24][C:25]([C:29]2[CH:34]=[CH:33][C:32]([C:35]([F:38])([F:37])[F:36])=[CH:31][CH:30]=2)=[N:26][C:27]=1[CH3:28]>>[CH2:1]([O:3][C:4](=[O:19])[C:5]([O:7][C:8]1[CH:13]=[CH:12][CH:11]=[C:10]([C:14](=[O:17])[N:15]([CH2:21][C:22]2[C:23]([CH2:39][CH2:40][O:41][CH3:42])=[N:24][C:25]([C:29]3[CH:30]=[CH:31][C:32]([C:35]([F:38])([F:36])[F:37])=[CH:33][CH:34]=3)=[N:26][C:27]=2[CH3:28])[CH3:16])[CH:9]=1)([CH3:18])[CH3:6])[CH3:2]. Reported procedure: In analogy to the procedures described in examples 59C] and 26C], 2-methyl-2-(3-methylcarbamoyl-phenoxy)-propionic acid ethyl ester (example 59B]) was reacted 5-chloromethyl-4-(2-methoxy-ethyl)-6-methyl-2-(4-trifluoromethyl-phenyl)-pyrimidine (example 118G]) to give 2-(3-{[4-(2-methoxy-ethyl)-6-methyl-2-(4-trifluoromethyl-phenyl)-pyrimidin-5-ylmethyl]-methyl-carbamoyl}-phenoxy)-2-methyl-propionic acid ethyl ester, which was subsequently saponified to yield the title compound as light brown solid... Starting materials: FC(COC1=C(C=C(C=C1)C(F)(F)F)CC(=O)OC)(F)F (methyl 2-(2,2,2-trifluoroethoxy)-5-trifluoromethylphenylacetate), O (water), [Li+].[OH-] (LiOH), Cl (HCl). Solvent: C1CCOC1 (THF). Conditions: time 24 hour. Product: FC(COC1=C(C=C(C=C1)C(F)(F)F)CC(=O)O)(F)F (2-(2,2,2-trifluoroethoxy)-5-trifluoromethylphenylacetic acid). RXN SMILES: [F:1][C:2]([F:21])([F:20])[CH2:3][O:4][C:5]1[CH:10]=[CH:9][C:8]([C:11]([F:14])([F:13])[F:12])=[CH:7][C:6]=1[CH2:15][C:16]([O:18]C)=[O:17].O.[Li+].[OH-].Cl>C1COCC1>[F:1][C:2]([F:20])([F:21])[CH2:3][O:4][C:5]1[CH:10]=[CH:9][C:8]([C:11]([F:12])([F:13])[F:14])=[CH:7][C:6]=1[CH2:15][C:16]([OH:18])=[O:17] |f:2.3|. Procedure: To a stirred solution of methyl 2-(2,2,2-trifluoroethoxy)-5-trifluoromethylphenylacetate (1.07 g, 3.5 mmol) from Step 2 above in THF (8 mL) and water (2 mL) was added LiOH (0.20 g, 4.8 mmol). The mixture was stirred at ambient temperature for 24 h. The reaction was acidified to pH 2 with 5 N aqueous HCl and the solvents were removed under reduced pressure. The residue was purified by pressurized silica gel column chromatography using a gradient elution of 0-50% MeOH:CH2Cl2 to give 2-(2,2,2-trifl... Starting materials: CC(=O)OC(C)=O, COC(=O)CCc1cccc(Oc2ccnc(N)c2)c1, c1ccncc1. The product is COC(=O)CCc1cccc(Oc2ccnc(NC(C)=O)c2)c1. RXN SMILES: [CH3:21][C:22](=[O:23])[O:24][C:25](=[O:26])[CH3:27].[NH2:1][c:2]1[n:3][cH:4][cH:5][c:6]([O:8][c:9]2[cH:10][c:11]([CH2:15][CH2:16][C:17](=[O:18])[O:19][CH3:20])[cH:12][cH:13][cH:14]2)[cH:7]1.[cH:28]1[cH:29][cH:30][n:31][cH:32][cH:33]1>>[NH:1]([c:2]1[n:3][cH:4][cH:5][c:6]([O:8][c:9]2[cH:10][c:11]([CH2:15][CH2:16][C:17](=[O:18])[O:19][CH3:20])[cH:12][cH:13][cH:14]2)[cH:7]1)[C:22]([CH3:21])=[O:23]. Reactants: O=[N+]([O-])c1ccc(F)cc1, Cc1ccc(N)cc1, O. Yields the product Cc1ccc(Nc2ccc([N+](=O)[O-])cc2)cc1. Reaction SMILES: [N+:1](=[O:2])([O-:3])[c:4]1[cH:5][cH:6][c:7]([F:10])[cH:8][cH:9]1.[NH2:11][c:12]1[cH:13][cH:14][c:15]([CH3:18])[cH:16][cH:17]1.[OH2:19]>>[N+:1](=[O:2])([O-:3])[c:4]1[cH:5][cH:6][c:7]([NH:11][c:12]2[cH:13][cH:14][c:15]([CH3:18])[cH:16][cH:17]2)[cH:8][cH:9]1. Reactants: ClCSCC1=CC=C(C=C1)Cl (4-chlorobenzyl chloromethyl sulfide), [OH-].[Na+] (sodium hydroxide), C(C(=O)O)(=O)O.ClC1=C(C=CC(=C1)Cl)C(CN1C=NC=C1)SC(=S)OCC (1-[2-(2,4-dichlorophenyl)-2-(ethoxythiocarbonylthio)ethyl]1-H-imidazole hydrogen oxalate). Run in C(C)O (ethanol), C(C)O (ethanol). Yields the product base, C(\C=C\C(=O)O)(=O)O (fumaric acid), C(\C=C\C(=O)O)(=O)O.ClC1=CC=C(CSCSC(CN2C=NC=C2)C2=C(C=C(C=C2)Cl)Cl)C=C1 (1-[2-(4-Chlorobenzylthiomethylthio)-2-(2,4-dichlorophenyl)ethyl]1-H-imidazole hydrogen fumarate). As a reaction SMILES: [OH-:1].[Na+].[C:3](O)(=O)[C:4]([OH:6])=[O:5].[Cl:9][C:10]1[CH:15]=[C:14]([Cl:16])[CH:13]=[CH:12][C:11]=1[CH:17]([S:24][C:25]([O:27][CH2:28][CH3:29])=[S:26])[CH2:18][N:19]1[CH:23]=[CH:22][N:21]=[CH:20]1.ClCS[CH2:33][C:34]1[CH:39]=[CH:38][C:37]([Cl:40])=[CH:36][CH:35]=1>C(O)C>[C:28]([OH:1])(=[O:27])/[CH:29]=[CH:3]/[C:4]([OH:6])=[O:5].[C:28]([OH:1])(=[O:27])/[CH:29]=[CH:3]/[C:4]([OH:6])=[O:5].[Cl:40][C:37]1[CH:38]=[CH:39][C:34]([CH2:33][S:26][CH2:25][S:24][CH:17]([C:11]2[CH:12]=[CH:13][C:14]([Cl:16])=[CH:15][C:10]=2[Cl:9])[CH2:18][N:19]2[CH:23]=[CH:22][N:21]=[CH:20]2)=[CH:35][CH:36]=1 |f:0.1,2.3,7.8|. Reported procedure: To a stirred solution of sodium hydroxide (2.02 g, 0.05 mole) in ethanol (180 ml) at 25° under a blanket of nitrogen, was added 1-[2-(2,4-dichlorophenyl)-2-(ethoxythiocarbonylthio)ethyl]1-H-imidazole hydrogen oxalate* (4.51 g, 0.01 mole). After stirring at 25° for 0.75 hour a solution of 4-chlorobenzyl chloromethyl sulfide (2.07 g, 0.01 mole) in ethanol (2 ml) was added. The mixture was refluxed for twenty hours and concentrated to dryness. The residue was partitioned between diethyl ether and w... Starting materials: CC#N, COc1cccc(C=Cc2nc3sccn3c(=O)c2I)c1OCC1CC1, O=C1CCC(=O)N1I. Product: COc1cccc(C=Cc2nc3sccn3c(=O)c2I)c1OCC(C)C. RXN SMILES: [CH3:35][C:36]#[N:37].[CH:9]1([CH2:12][O:13][c:14]2[c:15]([CH:22]=[CH:23][c:24]3[n:25][c:26]4[n:27]([c:28](=[O:31])[c:29]3[I:30])[cH:32][cH:33][s:34]4)[cH:16][cH:17][cH:18][c:19]2[O:20][CH3:21])[CH2:10][CH2:11]1.[I:1][N:2]1[C:3](=[O:4])[CH2:5][CH2:6][C:7]1=[O:8]>>[CH:9]([CH3:10])([CH3:11])[CH2:12][O:13][c:14]1[c:15]([CH:22]=[CH:23][c:24]2[n:25][c:26]3[n:27]([c:28](=[O:31])[c:29]2[I:30])[cH:32][cH:33][s:34]3)[cH:16][cH:17][cH:18][c:19]1[O:20][CH3:21].